The task is: describe an organic reaction: reactants, conditions, products, and yield. This data is from the Open Reaction Database (ORD), a public repository of structured organic reaction records. The reactants are CC(C)(C)OC(=O)Nc1ccc(Br)nc1[N+](=O)[O-], CI, [H-], [Na+], CN(C)C=O. The product is CN(C(=O)OC(C)(C)C)c1ccc(Br)nc1[N+](=O)[O-]. RXN SMILES: [C:1]([CH3:2])([CH3:3])([CH3:4])[O:5][C:6]([NH:7][c:8]1[c:9]([N+:15](=[O:16])[O-:17])[n:10][c:11]([Br:14])[cH:12][cH:13]1)=[O:18].[CH3:21][I:22].[H-:20].[Na+:19].[O:23]=[CH:24][N:25]([CH3:26])[CH3:27]>>[C:1]([CH3:2])([CH3:3])([CH3:4])[O:5][C:6]([N:7]([c:8]1[c:9]([N+:15](=[O:16])[O-:17])[n:10][c:11]([Br:14])[cH:12][cH:13]1)[CH3:21])=[O:18]. Starting materials: CC(C)(C)OC(=O)N1CCC(c2nc(Br)cn2CCOS(C)(=O)=O)CC1, CNC, CC#N. The product is CN(C)CCn1cc(Br)nc1C1CCN(C(=O)OC(C)(C)C)CC1. Reaction SMILES: [C:1]([CH3:2])([CH3:3])([CH3:4])[O:5][C:6](=[O:7])[N:8]1[CH2:9][CH2:10][CH:11]([c:14]2[n:15]([CH2:20][CH2:21][O:22][S:23]([CH3:24])(=[O:25])=[O:26])[cH:16][c:17]([Br:19])[n:18]2)[CH2:12][CH2:13]1.[CH3:27][NH:28][CH3:29].[CH3:30][C:31]#[N:32]>>[C:1]([CH3:2])([CH3:3])([CH3:4])[O:5][C:6](=[O:7])[N:8]1[CH2:9][CH2:10][CH:11]([c:14]2[n:15]([CH2:20][CH2:21][N:28]([CH3:27])[CH3:29])[cH:16][c:17]([Br:19])[n:18]2)[CH2:12][CH2:13]1. The reactants are amino, C(C1=CC=CC=C1)OC1=NC2=CC=CC=C2C(=C1[N+](=O)[O-])Cl (benzyloxy-4-chloro-3-nitroquinoline), C(C1=CC=CC=C1)OC1=NC2=CC=CN=C2C(=C1[N+](=O)[O-])Cl (benzyloxy-4-chloro-3-nitro[1,5]naphthyridine), C(C)(C)(C)N (tert-butylamine). Yields the product [N+](=O)([O-])C=1C=NC2=CC=CC=C2C1N (3-nitroquinolin-4-amine), [N+](=O)([O-])C=1C=NC2=CC=CN=C2C1N (3-nitro[1,5]naphthyridin-4-amine). As a reaction SMILES: C(O[C:9]1[C:18]([N+:19]([O-:21])=[O:20])=[C:17](Cl)[C:16]2[C:11](=[CH:12][CH:13]=[CH:14][CH:15]=2)[N:10]=1)C1C=CC=CC=1.C(O[C:31]1[C:40]([N+:41]([O-:43])=[O:42])=[C:39](Cl)[C:38]2[C:33](=[CH:34][CH:35]=[CH:36][N:37]=2)[N:32]=1)C1C=CC=CC=1.C([NH2:49])(C)(C)C>>[N+:19]([C:18]1[CH:9]=[N:10][C:11]2[C:16]([C:17]=1[NH2:32])=[CH:15][CH:14]=[CH:13][CH:12]=2)([O-:21])=[O:20].[N+:41]([C:40]1[CH:31]=[N:32][C:33]2[C:38]([C:39]=1[NH2:49])=[N:37][CH:36]=[CH:35][CH:34]=2)([O-:43])=[O:42]. Procedure: Compounds of the invention can also be prepared according to Reaction Scheme V, wherein Bn, E, R, R3-1, and n are as defined above; P is an amino protecting group; and Da is —(CH2)1-4—. In step (1) of Reaction Scheme V, a benzyloxy-4-chloro-3-nitroquinoline or benzyloxy-4-chloro-3-nitro[1,5]naphthyridine of Formula XLI is reacted with tert-butylamine in the presence of base, and the tert-butyl group is subsequently removed under acidic conditions to provide a 3-nitroquinolin-4-amine or 3-nitro[1... Reaction SMILES: C[O:2][C:3](=[O:25])[C:4]1[CH:9]=[CH:8][C:7]([O:10][CH2:11][C:12]2[C:13]([C:18]3[CH:23]=[CH:22][CH:21]=[C:20]([F:24])[CH:19]=3)=[N:14][O:15][C:16]=2[CH3:17])=[N:6][CH:5]=1.O.[OH-].[Li+]>C1COCC1.O.CO.Cl>[F:24][C:20]1[CH:19]=[C:18]([C:13]2[C:12]([CH2:11][O:10][C:7]3[CH:8]=[CH:9][C:4]([C:3]([OH:25])=[O:2])=[CH:5][N:6]=3)=[C:16]([CH3:17])[O:15][N:14]=2)[CH:23]=[CH:22][CH:21]=1 |f:1.2.3|. Product: FC=1C=C(C=CC1)C1=NOC(=C1COC1=NC=C(C(=O)O)C=C1)C (6-[3-(3-Fluoro-phenyl)-5-methyl-isoxazol-4-ylmethoxy]-nicotinic acid). Isolated yield 95.0%. Conditions: time 8 hour. Reagents/catalysts: CO (methanol), Cl (HCl). Procedure details: To a suspension of sodium hydride (55% dispersion in mineral oil, 852 mg, 20 mmol) in THF (27 mL) was added a solution of [3-(3-fluoro-phenyl)-5-methyl-isoxazol-4-yl]-methanol (3.68 g, 18 mmol) in THF (54 mL) at 0° C. and the reaction mixture warmed to room temperature over 30 min. Then a solution of methyl 6-chloronicotinate (3.35 g, 20 mmol) in THF (1.5 mL) was added dropwise at 0° C. and the reaction mixture was stirred at room temperature overnight. The reaction mixture was then poured into ... Solvent: C1CCOC1 (THF), O (water), CO (methanol). The reactants are COC(C1=CN=C(C=C1)OCC=1C(=NOC1C)C1=CC(=CC=C1)F)=O (6-[3-(3-fluoro-phenyl)-5-methyl-isoxazol-4-ylmethoxy]-nicotinic acid methyl ester), O.[OH-].[Li+] (lithium hydroxide monohydrate). The reactants are BrC1=NC=CC(=C1)NC(C1=C(C=CC=C1Cl)Cl)=O (N-(2-bromopyridin-4-yl)-2,6-dichlorobenzamide), NC1=CC=C(C(=O)OCC)C=C1 (ethyl 4-aminobenzoate), C(=O)([O-])[O-].[Cs+].[Cs+] (Cs2CO3). The reagents and catalysts are C=1C=CC(=CC1)/C=C/C(=O)/C=C/C2=CC=CC=C2.C=1C=CC(=CC1)/C=C/C(=O)/C=C/C2=CC=CC=C2.C=1C=CC(=CC1)/C=C/C(=O)/C=C/C2=CC=CC=C2.[Pd].[Pd] (Pd2(dba)3), C1(=CC=CC=C1)P(C1=CC=CC=2C(C3=CC=CC(=C3OC12)P(C1=CC=CC=C1)C1=CC=CC=C1)(C)C)C1=CC=CC=C1 (4,5-bis(diphenylphosphino)-9,9-dimethylxanthene). Solvent: O1CCOCC1 (dioxane). Reaction conditions: temperature 120 celsius. Product: ClC1=C(C(=O)NC2=CC(=NC=C2)NC2=CC=C(C(=O)OCC)C=C2)C(=CC=C1)Cl (ethyl 4-(4-(2,6-dichlorobenzamido)pyridin-2-ylamino)benzoate). Isolated yield 83.0%. As a reaction SMILES: Br[C:2]1[CH:7]=[C:6]([NH:8][C:9](=[O:18])[C:10]2[C:15]([Cl:16])=[CH:14][CH:13]=[CH:12][C:11]=2[Cl:17])[CH:5]=[CH:4][N:3]=1.[NH2:19][C:20]1[CH:30]=[CH:29][C:23]([C:24]([O:26][CH2:27][CH3:28])=[O:25])=[CH:22][CH:21]=1.C([O-])([O-])=O.[Cs+].[Cs+]>C1C=CC(/C=C/C(/C=C/C2C=CC=CC=2)=O)=CC=1.C1C=CC(/C=C/C(/C=C/C2C=CC=CC=2)=O)=CC=1.C1C=CC(/C=C/C(/C=C/C2C=CC=CC=2)=O)=CC=1.[Pd].[Pd].C1(P(C2C=CC=CC=2)C2C3OC4C(=CC=CC=4P(C4C=CC=CC=4)C4C=CC=CC=4)C(C)(C)C=3C=CC=2)C=CC=CC=1.O1CCOCC1>[Cl:17][C:11]1[CH:12]=[CH:13][CH:14]=[C:15]([Cl:16])[C:10]=1[C:9]([NH:8][C:6]1[CH:5]=[CH:4][N:3]=[C:2]([NH:19][C:20]2[CH:21]=[CH:22][C:23]([C:24]([O:26][CH2:27][CH3:28])=[O:25])=[CH:29][CH:30]=2)[CH:7]=1)=[O:18] |f:2.3.4,5.6.7.8.9|. Procedure: A 25 mL microwave tube containing N-(2-bromopyridin-4-yl)-2,6-dichlorobenzamide (0.50 g, 1.40 mmol), ethyl 4-aminobenzoate (0.31 g, 1.92 mmol), Pd2(dba)3 (40 mg, 0.043 mmol), Cs2CO3 (0.94 g, 2.91 mmol), 4,5-bis(diphenylphosphino)-9,9-dimethylxanthene (Xantphos, 17 mg, 0.029 mmol), and dioxane (20 mL) was degassed and then charged by N2 (3×). The mixture was then heated at 120° C. for 30 min and then diluted with dioxane (20 mL). The reaction was filtered through Celite and concentrated under red...